From a dataset of the Open Reaction Database (ORD), a public repository of structured organic reaction records. describe an organic reaction: reactants, conditions, products, and yield Reactants: CC#N, NS(=O)(=O)c1ccc(F)c(F)c1, NN. The product is NNc1ccc(S(N)(=O)=O)cc1F. As a reaction SMILES: [CH3:15][C:16]#[N:17].[F:1][c:2]1[cH:3][c:4]([S:9](=[O:10])(=[O:11])[NH2:12])[cH:5][cH:6][c:7]1[F:8].[NH2:13][NH2:14]>>[F:1][c:2]1[cH:3][c:4]([S:9](=[O:10])(=[O:11])[NH2:12])[cH:5][cH:6][c:7]1[NH:13][NH2:14]. Yields the product C(C1=CC=CC=C1)ONC(=O)[C@@H](C\C=C\C1=CC=CC=C1)[C@H](C(=O)NN(C(CN1C=NC=C1)=O)CC(CC)CC)CC(C)C ((E)-2(R)-[1(S)-(benzyloxycarbamoyl)-4-phenyl-3-butenyl]-2′-(2-ethylbutyl)-2′-[2-(1H-imidazol-1-yl)acetyl]-4-methylvalerohydrazide). RXN SMILES: [CH2:1]([O:8][NH:9][C:10]([C@H:12]([C@@H:22]([CH2:33][CH:34]([CH3:36])[CH3:35])[C:23]([NH:25][NH:26][CH2:27][CH:28]([CH2:31][CH3:32])[CH2:29][CH3:30])=[O:24])[CH2:13]/[CH:14]=[CH:15]/[C:16]1[CH:21]=[CH:20][CH:19]=[CH:18][CH:17]=1)=[O:11])[C:2]1[CH:7]=[CH:6][CH:5]=[CH:4][CH:3]=1.[N:37]1([CH2:42][C:43](O)=[O:44])[CH:41]=[CH:40][N:39]=[CH:38]1>>[CH2:1]([O:8][NH:9][C:10]([C@H:12]([C@@H:22]([CH2:33][CH:34]([CH3:36])[CH3:35])[C:23]([NH:25][N:26]([CH2:27][CH:28]([CH2:29][CH3:30])[CH2:31][CH3:32])[C:43](=[O:44])[CH2:42][N:37]1[CH:41]=[CH:40][N:39]=[CH:38]1)=[O:24])[CH2:13]/[CH:14]=[CH:15]/[C:16]1[CH:21]=[CH:20][CH:19]=[CH:18][CH:17]=1)=[O:11])[C:2]1[CH:3]=[CH:4][CH:5]=[CH:6][CH:7]=1. Reported procedure: In a manner analogous to that described in Example 8 from (E)-2(R)-[1(S)-(benzyloxycarbamoyl)-4-phenyl-3-butenyl]-2′-(2-ethylbutyl)-4-methylvalerohydrazide and using imidazole-1-acetic acid in place of N-tert-butoxycarbonyl-β-alanine there was obtained (E)-2(R)-[1(S)-(benzyloxycarbamoyl)-4-phenyl-3-butenyl]-2′-(2-ethylbutyl)-2′-[2-(1H-imidazol-1-yl)acetyl]-4-methylvalerohydrazide in the form of a gum. Starting materials: C(C1=CC=CC=C1)ONC(=O)[C@@H](C\C=C\C1=CC=CC=C1)[C@H](C(=O)NNCC(CC)CC)CC(C)C ((E)-2(R)-[1(S)-(benzyloxycarbamoyl)-4-phenyl-3-butenyl]-2′-(2-ethylbutyl)-4-methylvalerohydrazide), N1(C=NC=C1)CC(=O)O (imidazole-1-acetic acid). The reactants are O=C[C@H](O)[C@@H](O)[C@H](O)[C@H](O)CO (dextrose), OCC(O)CO (glycerol), CC1=NC2=CC=CC=C2N=C1 (2-methylquinoxaline). Run in CS(=O)C (DMSO). Run at time 48 hour. Yields the product N1=C(C=NC2=CC=CC=C12)C(=O)O (2-quinoxalinecarboxylic acid). As a reaction SMILES: [O:1]=C[C@@H]([C@H]([C@@H]([C@@H](CO)O)O)O)O.O[CH2:14][CH:15]([CH2:17][OH:18])O.CC1C=[N:28][C:27]2[C:22](=[CH:23][CH:24]=[CH:25][CH:26]=2)[N:21]=1>CS(C)=O>[N:28]1[C:27]2[C:22](=[CH:23][CH:24]=[CH:25][CH:26]=2)[N:21]=[CH:14][C:15]=1[C:17]([OH:18])=[O:1]. Procedure: Cells of various microorganisms were grown in the tubes containing 2.5 mL of the dextrose, nutrisoy flour medium as described in EXAMPLE I. Individual tubes were inoculated with spores or vegetative cells (about 1% v/v of spore or vegetative cell stock culture) of various microorganisms stored as frozen glycerol suspensions, and incubated at about 29° C. with agitation (210 rpm) on a rotary shaker. After about 48 hours, 0.05 mL of a 10 mg/mL solution of 2-methylquinoxaline in DMSO was added to e... Reactants: Br.CN1CCC(CC1)=C1C2=C(C=CC3=C1C=CC=C3)C=CC=C2 (1-Methyl-4-(5H-dibenzo[a,d]cyclohepten-5-ylidene)piperidine hydrobromide), BrBr (bromine). The solvent is C(C)(=O)O (acetic acid), C(C)(=O)O (acetic acid). Product: Br.CN1CCC(CC1)=C1C2=C(C(C(C3=C1C=CC=C3)Br)Br)C=CC=C2 (methyl-4-(10,11-dibromo-10,11-dihydro-5H-dibenzo[a,d]cyclohepten-5-ylidene)piperidine hydrobromide). As a reaction SMILES: [BrH:1].[CH3:2][N:3]1[CH2:8][CH2:7][C:6](=[C:9]2[C:15]3[CH:16]=[CH:17][CH:18]=[CH:19][C:14]=3[CH:13]=[CH:12][C:11]3[CH:20]=[CH:21][CH:22]=[CH:23][C:10]2=3)[CH2:5][CH2:4]1.[Br:24]Br>C(O)(=O)C>[BrH:1].[CH3:2][N:3]1[CH2:8][CH2:7][C:6](=[C:9]2[C:10]3[CH:23]=[CH:22][CH:21]=[CH:20][C:11]=3[CH:12]([Br:1])[CH:13]([Br:24])[C:14]3[CH:19]=[CH:18][CH:17]=[CH:16][C:15]2=3)[CH2:5][CH2:4]1 |f:0.1,4.5|. Reported procedure: 1-Methyl-4-(5H-dibenzo[a,d]cyclohepten-5-ylidene)piperidine hydrobromide, 18.40 g. (0.05 mole) is dissolved with warming in 750 ml. of glacial acetic acid. This solution is cooled to room temperature and 8.0 g., 2.6 ml., (0.05 mole) of bromine dissolved in 75 ml. of glacial acetic acid is added dropwise with stirring. After completion of the addition the mixture is stirred overnight. The crystals are collected, washed with a small amount of cold glacial acetic acid, then with dry ether, and then... Starting materials: C(C)(=O)O.N[C@](CO)([C@@H](C)O)C ((+-)(2R*,3R*)-2-Amino-2-methyl-1,3-butanediol acetate), base, C(C)(=O)OCC(CO)([N+](=O)[O-])C(C)C (2-isopropyl-2-nitro-1,3-propanediol acetate), Heterocyclic. Yields the product C(C)(=O)OCC(CO)(C(C)C)N (2-Amino-2-isopropyl-1,3-propanediol acetate). RXN SMILES: C(O)(=O)C.N[C@@](C)([C@H](O)C)CO.[C:13]([O:16][CH2:17][C:18]([CH:24]([CH3:26])[CH3:25])([N+:21]([O-])=O)[CH2:19][OH:20])(=[O:15])[CH3:14]>>[C:13]([O:16][CH2:17][C:18]([NH2:21])([CH:24]([CH3:25])[CH3:26])[CH2:19][OH:20])(=[O:15])[CH3:14] |f:0.1|. Procedure details: Using the procedure in 5E, 2-isopropyl-2-nitro-1,3-propanediol acetate mp 155°-155.5°. H. S. Broadbent et al., J. Heterocyclic Chem., 13, 337 (1975) report the synthesis of this compound as the free base (mp 70°-72°)). Reactants: NC1=C2N=CN(C2=NC(=N1)NC(C)CC)CC1=CC=CC=C1 (6-Amino-9-benzyl-2-(sec-butylamino)purine), BrBr (bromine), S(=S)(=O)([O-])[O-].[Na+].[Na+] (sodium thiosulfate). Run in C(Cl)Cl (methylene chloride). Reaction conditions: time 1 hour. Yields the product NC1=C2N=C(N(C2=NC(=N1)NC(C)CC)CC1=CC=CC=C1)Br (6-Amino-9-benzyl-8-bromo-2-(sec-butylamino)purine). Isolated yield 78.0%. Reaction SMILES: [NH2:1][C:2]1[N:10]=[C:9]([NH:11][CH:12]([CH2:14][CH3:15])[CH3:13])[N:8]=[C:7]2[C:3]=1[N:4]=[CH:5][N:6]2[CH2:16][C:17]1[CH:22]=[CH:21][CH:20]=[CH:19][CH:18]=1.[Br:23]Br.S([O-])([O-])(=O)=S.[Na+].[Na+]>C(Cl)Cl>[NH2:1][C:2]1[N:10]=[C:9]([NH:11][CH:12]([CH2:14][CH3:15])[CH3:13])[N:8]=[C:7]2[C:3]=1[N:4]=[C:5]([Br:23])[N:6]2[CH2:16][C:17]1[CH:22]=[CH:21][CH:20]=[CH:19][CH:18]=1 |f:2.3.4|. Procedure details: 6-Amino-9-benzyl-2-(sec-butylamino)purine (58 mg, 0.20 mmol) and bromine (0.5 ml) were dissolved in 50 ml of methylene chloride and the solution was stirred at room temperature for 1 hour. Aqueous sodium thiosulfate was added to the reaction mixture. The organic layer was separated, dried on sodium sulfate and filtered. The solvent in the filtrate was evaporated in vacuo. The residue was purified with silica gel chromatography (1% methanol/chloroform) to give the subject compound (57 mg, yield 7... Reactants: COC(=O)C1CCCN1C(=O)C1CCCN1C(=O)C(CCSC)NP(=O)(Cc1ccccc1)Cc1ccccc1, CC(C)=O, [Na+], [OH-], O. The product is CSCCC(NP(=O)(Cc1ccccc1)Cc1ccccc1)C(=O)N1CCCC1C(=O)N1CCCC1C(=O)O. Reaction SMILES: [CH3:1][O:2][C:3]([CH:4]1[N:5]([C:9]([CH:10]2[N:11]([C:15]([CH:16]([NH:17][P:18](=[O:19])([CH2:20][c:21]3[cH:22][cH:23][cH:24][cH:25][cH:26]3)[CH2:27][c:28]3[cH:29][cH:30][cH:31][cH:32][cH:33]3)[CH2:34][CH2:35][S:36][CH3:37])=[O:38])[CH2:12][CH2:13][CH2:14]2)=[O:39])[CH2:6][CH2:7][CH2:8]1)=[O:40].[CH3:44][C:45](=[O:46])[CH3:47].[Na+:42].[OH-:41].[OH2:43]>>[O:2]=[C:3]([CH:4]1[N:5]([C:9]([CH:10]2[N:11]([C:15]([CH:16]([NH:17][P:18](=[O:19])([CH2:20][c:21]3[cH:22][cH:23][cH:24][cH:25][cH:26]3)[CH2:27][c:28]3[cH:29][cH:30][cH:31][cH:32][cH:33]3)[CH2:34][CH2:35][S:36][CH3:37])=[O:38])[CH2:12][CH2:13][CH2:14]2)=[O:39])[CH2:6][CH2:7][CH2:8]1)[OH:40]. Reactants: [Mg] (magnesium), C(CCC)Br (butyl bromide), Cl (hydrochloric acid), FC(C(=O)O)(F)F (trifluoroacetic acid). Solvent: CCOCC (ether), CCOCC (ether), CCOCC (ether). Reaction conditions: time 1.5 hour. The product is FC(C(CCCC)=O)(F)F (1,1,1-trifluoro-2-hexanone). Isolated yield 51.2%. RXN SMILES: [Mg].[CH2:2](Br)[CH2:3][CH2:4][CH3:5].[F:7][C:8]([F:13])([F:12])[C:9](O)=[O:10].Cl>CCOCC>[F:7][C:8]([F:13])([F:12])[C:9](=[O:10])[CH2:2][CH2:3][CH2:4][CH3:5]. Procedure details: In a nitrogen atmosphere, 9.12 g (380 mM) of magnesium into 120 ml of ether, and 49.32 g (360 mM) of butyl bromide dissolved in 30 ml of ether was added thereto, followed by 1.5 hours of heat refluxing. After cooling by standing and with ice, 13.68 g (120 mM) of trifluoroacetic acid dissolved in 30 ml of ether was added. After being stirred for 7 hours under cooling with ice, the system was subjected to hydrolysis with addition of hydrochloric acid, followed by extraction with ether and drying o...